The task is: describe an organic reaction: reactants, conditions, products, and yield. This data is from the Open Reaction Database (ORD), a public repository of structured organic reaction records. Starting materials: ClC1=NC(=CC=2N1N=C(C2)C2CC2)NC(C2=CC=C(C=C2)C(C)(C)O)=O (N-(7-chloro-2-cyclopropylpyrazolo[1,5-c]pyrimidin-5-yl)-4-(2-hydroxypropan-2-yl)benzamide), N1CCOCC1 (morpholine). The solvent is CN1CCCC1=O (NMP). Yields the product C(C)C1=NN2C(N=C(C=C2N2CCOCC2)NC(C2=CC=C(C=C2)C(C)(C)O)=O)=C1 (N-(2-ethyl-7-morpholinopyrazolo[1,5-a]pyrimidin-5-yl)-4-(2-hydroxypropan-2-yl)benzamide). Yield: 50.0%. As a reaction SMILES: Cl[C:2]1[N:7]2[N:8]=[C:9]([CH:11]3[CH2:13]C3)[CH:10]=[C:6]2[CH:5]=[C:4]([NH:14][C:15](=[O:26])[C:16]2[CH:21]=[CH:20][C:19]([C:22]([OH:25])([CH3:24])[CH3:23])=[CH:18][CH:17]=2)[N:3]=1.[NH:27]1[CH2:32][CH2:31][O:30][CH2:29][CH2:28]1>CN1C(=O)CCC1>[CH2:11]([C:9]1[CH:10]=[C:2]2[N:3]=[C:4]([NH:14][C:15](=[O:26])[C:16]3[CH:17]=[CH:18][C:19]([C:22]([OH:25])([CH3:24])[CH3:23])=[CH:20][CH:21]=3)[CH:5]=[C:6]([N:27]3[CH2:32][CH2:31][O:30][CH2:29][CH2:28]3)[N:7]2[N:8]=1)[CH3:13]. Procedure details: In a 2 mL microwave vial was placed N-(7-chloro-2-cyclopropylpyrazolo[1,5-c]pyrimidin-5-yl)-4-(2-hydroxypropan-2-yl)benzamide (2H, 75 mg, 0.21 mmol) and morpholine (36 mg, 0.42 mmol). To the sealed vial was then added NMP (2 ml) and the mixture was then heated in the microwave at 120° C. for 30 minutes. After cooling to room temperature, the reaction mixture was partitioned between brine and EtOAc. The aqueous layer was extracted once more with EtOAc, and the combined organic layers were dried o... The reactants are COc1ccc(C(=O)OC(C(=O)O)(C(=O)c2ccc(OC)cc2)C(O)C(=O)O)cc1, COc1cc(C(=O)N2CCC(CCN3CCCN(c4nc5ccccc5[nH]4)CC3)(c3ccccc3)C2)cc(OC)c1OC, [Li]C(C)CC, C=CS(=O)(=O)CC, C1CCOC1, O, OCCC1(c2ccccc2)CCNC1. Yields the product CCS(=O)(=O)CCn1c(N2CCCN(CCC3(c4ccccc4)CCN(C(=O)c4cc(OC)c(OC)c(OC)c4)C3)CC2)nc2ccccc21. Reaction SMILES: [C:44]([O:45][C:46]([C:47](=[O:48])[c:49]1[cH:50][cH:51][c:52]([O:53][CH3:54])[cH:55][cH:56]1)([CH:57]([C:58]([OH:59])=[O:60])[OH:61])[C:62]([OH:63])=[O:64])(=[O:65])[c:66]1[cH:67][cH:68][c:69]([O:70][CH3:71])[cH:72][cH:73]1.[CH3:1][O:2][c:3]1[cH:4][c:5]([C:6](=[O:7])[N:8]2[CH2:9][C:10]([c:13]3[cH:14][cH:15][cH:16][cH:17][cH:18]3)([CH2:19][CH2:20][N:21]3[CH2:22][CH2:23][N:24]([c:28]4[n:29][c:30]5[c:31]([nH:32]4)[cH:33][cH:34][cH:35][cH:36]5)[CH2:25][CH2:26][CH2:27]3)[CH2:11][CH2:12]2)[cH:37][c:38]([O:42][CH3:43])[c:39]1[O:40][CH3:41].[CH:88]([Li:89])([CH2:90][CH3:91])[CH3:92].[CH:93](=[CH2:94])[S:95](=[O:96])(=[O:97])[CH2:98][CH3:99].[O:100]1[CH2:101][CH2:102][CH2:103][CH2:104]1.[OH2:105].[c:74]1([C:75]2([CH2:76][CH2:77][OH:78])[CH2:79][CH2:80][NH:81][CH2:82]2)[cH:83][cH:84][cH:85][cH:86][cH:87]1>>[CH3:1][O:2][c:3]1[cH:4][c:5]([C:6](=[O:7])[N:8]2[CH2:9][C:10]([c:13]3[cH:14][cH:15][cH:16][cH:17][cH:18]3)([CH2:19][CH2:20][N:21]3[CH2:22][CH2:23][N:24]([c:28]4[n:29]([CH2:94][CH2:93][S:95](=[O:96])(=[O:97])[CH2:98][CH3:99])[c:30]5[c:31]([n:32]4)[cH:33][cH:34][cH:35][cH:36]5)[CH2:25][CH2:26][CH2:27]3)[CH2:11][CH2:12]2)[cH:37][c:38]([O:42][CH3:43])[c:39]1[O:40][CH3:41]. Reactants: C1(=CC=CC=C1)C=1N(C2=NC=NC(=C2N1)NCCCO)C1=CC=CC=C1 (3-(8,9-diphenyl-9H-purin-6-ylamino)propan-1-ol), CC(=O)OI1(C=2C=CC=CC2C(=O)O1)(OC(=O)C)OC(=O)C (Dess-Martin). The solvent is ClCCl (dichloromethane). Conditions: time 2 hour. Product: C1(=CC=CC=C1)C=1N(C2=NC=NC(=C2N1)NCCC=O)C1=CC=CC=C1 (3-(8,9-diphenyl-9H-purin-6-ylamino)propanal). The yield is 94.9%. Reaction SMILES: [C:1]1([C:7]2[N:8]([C:21]3[CH:26]=[CH:25][CH:24]=[CH:23][CH:22]=3)[C:9]3[C:14]([N:15]=2)=[C:13]([NH:16][CH2:17][CH2:18][CH2:19][OH:20])[N:12]=[CH:11][N:10]=3)[CH:6]=[CH:5][CH:4]=[CH:3][CH:2]=1.CC(OI1(OC(C)=O)(OC(C)=O)OC(=O)C2C=CC=CC1=2)=O>ClCCl>[C:1]1([C:7]2[N:8]([C:21]3[CH:22]=[CH:23][CH:24]=[CH:25][CH:26]=3)[C:9]3[C:14]([N:15]=2)=[C:13]([NH:16][CH2:17][CH2:18][CH:19]=[O:20])[N:12]=[CH:11][N:10]=3)[CH:2]=[CH:3][CH:4]=[CH:5][CH:6]=1. Procedure details: To the solution of 3-(8,9-diphenyl-9H-purin-6-ylamino)propan-1-ol obtained in step 1 (0.77 g, 2.24 mmol) in dichloromethane was added Dess-Martin (1.4 g, 3.37 mmol) at room temperature and stirred for 2 hours at room temperature. The resulting reaction mixture was concentrated under reduced pressure. The residue was diluted with CH2Cl2, and washed with water. The organic layer thus separated was dried over anhydrous MgSO4 and evaporated in vacuo to provide title compound (0.73 g, 94%) as yellow ... Reactants: NC1=C2C(OCC2=C(C(=C1C/C=C(/CCC(=O)O)\C)OC)C)=O ((E)-6-(4-amino-1,3-dihydro-6-methoxy-7-methyl-3-oxoisobenzofuran-5-yl)-4-methyl-4-hexenoic acid), CO (methanol). The reagents and catalysts are O.C1(=CC=C(C=C1)S(=O)(=O)O)C (p-toluenesulfonic acid monohydrate). Run at time 2 day. The product is NC1=C2C(OCC2=C(C(=C1C/C=C(/CCC(=O)OC)\C)OC)C)=O (methyl (E)-6-(4-amino-1,3-dihydro-6-methoxy-7-methyl-3-oxoisobenzofuran-5-yl)-4-methyl-4-hexenoate). Isolated yield 95.4%. As a reaction SMILES: [NH2:1][C:2]1[C:10]([CH2:11]/[CH:12]=[C:13](\[CH3:19])/[CH2:14][CH2:15][C:16]([OH:18])=[O:17])=[C:9]([O:20][CH3:21])[C:8]([CH3:22])=[C:7]2[C:3]=1[C:4](=[O:23])[O:5][CH2:6]2.[CH3:24]O>O.C1(C)C=CC(S(O)(=O)=O)=CC=1>[NH2:1][C:2]1[C:10]([CH2:11]/[CH:12]=[C:13](\[CH3:19])/[CH2:14][CH2:15][C:16]([O:18][CH3:24])=[O:17])=[C:9]([O:20][CH3:21])[C:8]([CH3:22])=[C:7]2[C:3]=1[C:4](=[O:23])[O:5][CH2:6]2 |f:2.3|. Reported procedure: To a solution of 2.5 g (7.8 mmol) of (E)-6-(4-amino-1,3-dihydro-6-methoxy-7-methyl-3-oxoisobenzofuran-5-yl)-4-methyl-4-hexenoic acid in 50 ml (1.234 mol) of methanol was added 0.125 g (0.66 mmol) of p-toluenesulfonic acid monohydrate. The solution was stirred at room temperature for 2 days and then concentrated to a small volume. The residue was partitioned between water and ethyl acetate. The organic layer was dried over magnesium sulfate and concentrated to a solid. Recrystallization of this s... Reactants: [OH-].[Li+] (lithium hydroxide), BrC=1C=CC(=C(C(=O)OCC2=CC(=CC=C2)C#N)C1)OCC1=CC(=CC=C1)C#N ((3-cyanophenyl)methyl 5-bromo-2-{[(3-cyanophenyl)methyl]oxy}benzoate). Run in O (water), C1CCOC1 (THF). Reaction conditions: temperature 20 celsius, time 16 hour. Yields the product BrC=1C=CC(=C(C(=O)O)C1)OCC1=CC(=CC=C1)C#N (5-Bromo-2-{[(3-cyanophenyl)methyl]oxy}benzoic acid). Reaction SMILES: [OH-].[Li+].[Br:3][C:4]1[CH:5]=[CH:6][C:7]([O:22][CH2:23][C:24]2[CH:29]=[CH:28][CH:27]=[C:26]([C:30]#[N:31])[CH:25]=2)=[C:8]([CH:21]=1)[C:9]([O:11]CC1C=CC=C(C#N)C=1)=[O:10]>O.C1COCC1>[Br:3][C:4]1[CH:5]=[CH:6][C:7]([O:22][CH2:23][C:24]2[CH:29]=[CH:28][CH:27]=[C:26]([C:30]#[N:31])[CH:25]=2)=[C:8]([CH:21]=1)[C:9]([OH:11])=[O:10] |f:0.1|. Reported procedure: A solution of lithium hydroxide (386 mg, 9.19 mmol) in water (20.00 mL) was added dropwise to a stirred solution of (3-cyanophenyl)methyl 5-bromo-2-{[(3-cyanophenyl)methyl]oxy}benzoate (may be prepared as described in Description 25; 411 mg, 0.92 mmol) in THF (20 ml) over 1 min. The reaction mixture was stirred at 20° C. for 16 h. The organic phase was evaporated and the aqueous phase (20 ml) was extracted by ethyl acetate (20 ml). The aqueous phase (20 ml) was adjusted to pH 2 with 2M hydrochlo... Reactants: C1(CCCCC1)N1C(C2=CC(=CC=C2C1)N1CCNCC1)=O (2-cyclohexyl-2,3-dihydro-6-(piperazin-1-yl)-1H-isoindol-1-one), C(C1=CC(OC)=C(O)C(OC)=C1)(=O)O (syringic acid), Cl.C(C)N=C=NCCCN(C)C (1-Ethyl-3-(3-dimethylaminopropyl)-carbodiimide hydrochloride), O.ON1N=NC2=C1C=CC=C2 (1-hydroxybenztriazole hydrate), [Cl-].[NH4+] (ammonium chloride). Run in C(C)N(CC)CC (triethylamine), CN(C)C=O (DMF). Conditions: temperature 0 celsius, time 1 hour. The product is C1(CCCCC1)N1C(C2=CC(=CC=C2C1)N1CCN(CC1)C(C1=CC(=C(C(=C1)OC)O)OC)=O)=O (2-Cyclohexyl-2,3-dihydro-6-[4-(3,5-dimethoxy-4-hydroxybenzoyl)piperazin-1-yl]-1H-isoindol-1-one). Isolated yield 87.4%. RXN SMILES: [C:1]([OH:14])(=O)[C:2]1[CH:12]=[C:9]([O:10][CH3:11])[C:7]([OH:8])=[C:4]([O:5][CH3:6])[CH:3]=1.Cl.C(N=C=NCCCN(C)C)C.O.ON1C2C=CC=CC=2N=N1.[CH:38]1([N:44]2[CH2:52][C:51]3[C:46](=[CH:47][C:48]([N:53]4[CH2:58][CH2:57][NH:56][CH2:55][CH2:54]4)=[CH:49][CH:50]=3)[C:45]2=[O:59])[CH2:43][CH2:42][CH2:41][CH2:40][CH2:39]1.[Cl-].[NH4+]>CN(C=O)C.C(N(CC)CC)C>[CH:38]1([N:44]2[CH2:52][C:51]3[C:46](=[CH:47][C:48]([N:53]4[CH2:54][CH2:55][N:56]([C:1](=[O:14])[C:2]5[CH:3]=[C:4]([O:5][CH3:6])[C:7]([OH:8])=[C:9]([O:10][CH3:11])[CH:12]=5)[CH2:57][CH2:58]4)=[CH:49][CH:50]=3)[C:45]2=[O:59])[CH2:39][CH2:40][CH2:41][CH2:42][CH2:43]1 |f:1.2,3.4,6.7|. Procedure: A solution of syringic acid (20 mg) in dry DMF (2 ml) was cooled to 0° C. 1-Ethyl-3-(3-dimethylaminopropyl)-carbodiimide hydrochloride (WSCI) and 1-hydroxybenztriazole hydrate (HOBt) were added thereto in that order. The mixture was stirred at 0° C. for one hr. The compound (30 mg) obtained in step (e) of Example 1 and triethylamine were added thereto in that order. The mixture was stirred at 0° C. for one hr, and then stirred at room temperature overnight. A saturated aqueous ammonium chloride ...